The task is: describe an organic reaction: reactants, conditions, products, and yield. This data is from the Open Reaction Database (ORD), a public repository of structured organic reaction records. Yields the product CNC(=O)c1ccccc1Nc1nc(Nc2ccc3c(c2)CCNCC3)ncc1Cl. The reactants are O=C([O-])[O-], CO, CNC(=O)c1ccccc1Nc1nc(Nc2ccc3c(c2)CCN(C(=O)C(F)(F)F)CC3)ncc1Cl, [K+], [K+]. As a reaction SMILES: [C:37](=[O:38])([O-:39])[O-:40].[CH3:43][OH:44].[Cl:1][c:2]1[c:3]([NH:26][c:27]2[c:28]([C:29](=[O:30])[NH:31][CH3:32])[cH:33][cH:34][cH:35][cH:36]2)[n:4][c:5]([NH:8][c:9]2[cH:10][c:11]3[c:12]([cH:24][cH:25]2)[CH2:13][CH2:14][N:15]([C:18](=[O:19])[C:20]([F:21])([F:22])[F:23])[CH2:16][CH2:17]3)[n:6][cH:7]1.[K+:41].[K+:42]>>[Cl:1][c:2]1[c:3]([NH:26][c:27]2[c:28]([C:29](=[O:30])[NH:31][CH3:32])[cH:33][cH:34][cH:35][cH:36]2)[n:4][c:5]([NH:8][c:9]2[cH:10][c:11]3[c:12]([cH:24][cH:25]2)[CH2:13][CH2:14][NH:15][CH2:16][CH2:17]3)[n:6][cH:7]1. Starting materials: NC1=NC=CC=C1 (2-aminopyridine), ClC1=C(C(=C(C=C1OC)OC)Cl)C1=CC=C(C=2N=CC(=NC12)CN1CCN(CC1)CC)C(=O)O (8-(2,6-dichloro-3,5-dimethoxy-phenyl)-2-(4-ethyl-piperazin-1-ylmethyl)-quinoxaline-5-carboxylic acid). Solvent: C(Cl)Cl.CO (DCM MeOH). Conditions: time 2 day. Product: N1=C(C=CC=C1)NC(=O)C=1C=2N=CC(=NC2C(=CC1)C1=C(C(=CC(=C1Cl)OC)OC)Cl)CN1CCN(CC1)CC (8-(2,6-Dichloro-3,5-dimethoxy-phenyl)-2-(4-ethyl-piperazin-1-ylmethyl)quinoxaline-5-carboxylic acid pyridin-2-ylamide). RXN SMILES: [NH2:1][C:2]1[CH:7]=[CH:6][CH:5]=[CH:4][N:3]=1.[Cl:8][C:9]1[C:14]([O:15][CH3:16])=[CH:13][C:12]([O:17][CH3:18])=[C:11]([Cl:19])[C:10]=1[C:20]1[C:29]2[N:28]=[C:27]([CH2:30][N:31]3[CH2:36][CH2:35][N:34]([CH2:37][CH3:38])[CH2:33][CH2:32]3)[CH:26]=[N:25][C:24]=2[C:23]([C:39](O)=[O:40])=[CH:22][CH:21]=1>C(Cl)Cl.CO>[N:3]1[CH:4]=[CH:5][CH:6]=[CH:7][C:2]=1[NH:1][C:39]([C:23]1[C:24]2[N:25]=[CH:26][C:27]([CH2:30][N:31]3[CH2:36][CH2:35][N:34]([CH2:37][CH3:38])[CH2:33][CH2:32]3)=[N:28][C:29]=2[C:20]([C:10]2[C:9]([Cl:8])=[C:14]([O:15][CH3:16])[CH:13]=[C:12]([O:17][CH3:18])[C:11]=2[Cl:19])=[CH:21][CH:22]=1)=[O:40] |f:2.3|. Procedure details: The title compound was prepared in analogy to the procedure described in Step 14.1 but using 2-aminopyridine, 8-(2,6-dichloro-3,5-dimethoxy-phenyl)-2-(4-ethyl-piperazin-1-ylmethyl)-quinoxaline-5-carboxylic acid (Step 83.1) and stirring the reaction mixture for 2 days at rt. Title compound: ESI-MS: 581.0/583.2 [M+H]+; tR=3.62 min (System 1); TLC: Rf=0.45 (DCM/MeOH, 9:1).